Dataset: the Open Reaction Database (ORD), a public repository of structured organic reaction records. Task: describe an organic reaction: reactants, conditions, products, and yield The reactants are CC(C)C[Al+]CC(C)C, Cc1ccccc1, CCOC(C)=O, Cl, [H-], C1CCOC1, O, COC(=O)C=CC=Cc1ccsc1. Yields the product OCC=CC=Cc1ccsc1. As a reaction SMILES: [CH2:22]([Al+:23][CH2:24][CH:25]([CH3:26])[CH3:27])[CH:28]([CH3:29])[CH3:30].[CH3:14][c:15]1[cH:16][cH:17][cH:18][cH:19][cH:20]1.[CH3:37][CH2:38][O:39][C:40](=[O:41])[CH3:42].[ClH:31].[H-:21].[O:32]1[CH2:33][CH2:34][CH2:35][CH2:36]1.[OH2:43].[s:1]1[cH:2][c:3]([CH:6]=[CH:7][CH:8]=[CH:9][C:10](=[O:11])[O:12][CH3:13])[cH:4][cH:5]1>>[s:1]1[cH:2][c:3]([CH:6]=[CH:7][CH:8]=[CH:9][CH2:10][OH:11])[cH:4][cH:5]1. Starting materials: CC[SiH](CC)CC, Cc1cc2c(C=CC(=O)OCc3ccccc3)cccc2[nH]1, ClCCl, O=C(O)C(F)(F)F, O=Cc1cccnc1. The product is Cc1[nH]c2cccc(C=CC(=O)OCc3ccccc3)c2c1Cc1cccnc1. As a reaction SMILES: [CH2:31]([SiH:32]([CH2:33][CH3:34])[CH2:35][CH3:36])[CH3:37].[CH3:1][c:2]1[nH:3][c:4]2[cH:5][cH:6][cH:7][c:8]([CH:11]=[CH:12][C:13](=[O:14])[O:15][CH2:16][c:17]3[cH:18][cH:19][cH:20][cH:21][cH:22]3)[c:9]2[cH:10]1.[Cl:38][CH2:39][Cl:40].[OH:41][C:42]([C:43]([F:44])([F:45])[F:46])=[O:47].[n:23]1[cH:24][c:25]([CH:29]=[O:30])[cH:26][cH:27][cH:28]1>>[CH3:1][c:2]1[nH:3][c:4]2[cH:5][cH:6][cH:7][c:8]([CH:11]=[CH:12][C:13](=[O:14])[O:15][CH2:16][c:17]3[cH:18][cH:19][cH:20][cH:21][cH:22]3)[c:9]2[c:10]1[CH2:29][c:25]1[cH:24][n:23][cH:28][cH:27][cH:26]1. The reactants are Cl.NO (hydroxylamine hydrochloride), C([O-])([O-])=O.[Na+].[Na+] (sodium carbonate), COC1=CC2=C(C(=NO2)CC#N)C=C1 (6-methoxy-1,2-benzisoxazole-3-acetonitrile). The solvent is O (water), C(C)O (ethanol). Run at time 8 hour. Product: Cl.COC1=CC2=C(C(=NO2)CC(N)=NO)C=C1 (6-Methoxy-1,2-benzisoxazole-3-acetamidoxime hydrochloride). Isolated yield 58.4%. Reaction SMILES: [CH3:1][O:2][C:3]1[CH:14]=[CH:13][C:6]2[C:7]([CH2:10][C:11]#[N:12])=[N:8][O:9][C:5]=2[CH:4]=1.[ClH:15].[NH2:16][OH:17].C(=O)([O-])[O-].[Na+].[Na+]>C(O)C.O>[ClH:15].[CH3:1][O:2][C:3]1[CH:14]=[CH:13][C:6]2[C:7]([CH2:10][C:11](=[N:16][OH:17])[NH2:12])=[N:8][O:9][C:5]=2[CH:4]=1 |f:1.2,3.4.5,8.9|. Reported procedure: In ethanol (30 ml) was dissolved 6-methoxy-1,2-benzisoxazole-3-acetonitrile (1 g) and thereto was added a solution of hydroxylamine hydrochloride (0.7 g) and sodium carbonate (0.8 g) in water (5 ml) under stirring. After stirring for 4 hours, the mixture was allowed to stand at room temperature overnight. The precipitated crystallines were separated by filtration and added to ethanol containing 20 % of hydrochloric acid. The mixture was stirred for 2 hours and thereto was added ether. The precip... Reactants: CC1(CC=C(CC1)C1=NC=CC=C1[N+](=O)[O-])C (2-(4,4-Dimethyl-cyclohex-1-enyl)-3-nitro-pyridine), cyclohexen-yl pinacol boronic ester, C(=O)([O-])[O-].[Na+].[Na+] (Na2CO3). The reagents and catalysts are C=1C=CC(=CC1)[P](C=2C=CC=CC2)(C=3C=CC=CC3)[Pd]([P](C=4C=CC=CC4)(C=5C=CC=CC5)C=6C=CC=CC6)([P](C=7C=CC=CC7)(C=8C=CC=CC8)C=9C=CC=CC9)[P](C=1C=CC=CC1)(C=1C=CC=CC1)C=1C=CC=CC1 (Pd(PPh3)4). Yields the product NC1=C(C=C(C=C1)CC#N)C1=CCCCC1 ((4-Amino-3-cyclohex-1-enyl-phenyl)-acetonitrile). As a reaction SMILES: C[C:2]1(C)[CH2:7][CH2:6][C:5]([C:8]2[C:13]([N+]([O-])=O)=[CH:12][CH:11]=[CH:10][N:9]=2)=[CH:4][CH2:3]1.C([O-])([O-])=O.[Na+].[Na+]>C1C=CC([P]([Pd]([P](C2C=CC=CC=2)(C2C=CC=CC=2)C2C=CC=CC=2)([P](C2C=CC=CC=2)(C2C=CC=CC=2)C2C=CC=CC=2)[P](C2C=CC=CC=2)(C2C=CC=CC=2)C2C=CC=CC=2)(C2C=CC=CC=2)C2C=CC=CC=2)=CC=1>[NH2:9][C:8]1[CH:5]=[CH:4][C:12]([CH2:11][C:10]#[N:9])=[CH:13][C:8]=1[C:5]1[CH2:6][CH2:7][CH2:2][CH2:3][CH:4]=1 |f:1.2.3,^1:27,29,48,67|. Procedure: The title compound was prepared from (4-amino-3-bromo-phenyl)-acetonitrile (as prepared in Example 42, step (a), 668 mg, 3.16 mmol), cyclohexen-yl pinacol boronic ester (790 mg, 3.79 mmol), Pd(PPh3)4 (365 mg, 0.31 mmol), and 2M Na2CO3 (15.2 mL, 12.6 mmol) according to the procedure in Example 44, step (b) (226 mg, 34%). 1H-NMR (CDCl3; 400 MHz): δ 6.88 (dd, 1H, J=8.1, 1.9 Hz), 6.84 (d, 1H, J=1.9 Hz), 6.58 (d, 1H, J=8.1 Hz), 5.67 (m, 1H), 3.73 (br s, 2H), 3.53 (s, 2H), 2.14-2.08 (m, 4H), 1.72-1.58... Starting materials: O=C([O-])[O-], CC(C)=O, O=c1[nH]c2cc(F)ccc2n1-c1cc(Cl)ccc1O, CI, [K+], [K+]. The product is Cn1c(=O)n(-c2cc(Cl)ccc2O)c2ccc(F)cc21. As a reaction SMILES: [C:20](=[O:21])([O-:22])[O-:23].[CH3:28][C:29](=[O:30])[CH3:31].[Cl:1][c:2]1[cH:3][cH:4][c:5]([OH:19])[c:6](-[n:8]2[c:9](=[O:18])[nH:10][c:11]3[c:12]2[cH:13][cH:14][c:15]([F:17])[cH:16]3)[cH:7]1.[I:26][CH3:27].[K+:24].[K+:25]>>[Cl:1][c:2]1[cH:3][cH:4][c:5]([OH:19])[c:6](-[n:8]2[c:9](=[O:18])[n:10]([CH3:20])[c:11]3[c:12]2[cH:13][cH:14][c:15]([F:17])[cH:16]3)[cH:7]1. Reactants: C(C)OC(=O)C1=NN(C=2C(N(CCC21)C2=CC=C(C=C2)N2C(CCCC2)=O)=O)C2=CC=C(C=C2)OC (1-(4-Methoxy-phenyl)-7-oxo-6-[4-(2-oxo-piperidin-1-yl)-phenyl]-4,5,6,7-tetrahydro-1H-pyrazolo[3,4-c]pyridine-3-carboxylic acid ethyl ester), C(=O)N (formamide), CO[Na] (MeONa), O (water). Run in CN(C)C=O (DMF), CO (methanol). Reaction conditions: time 30 minute. The product is COC1=CC=C(C=C1)N1N=C(C2=C1C(N(CC2)C2=CC=C(C=C2)N2C(CCCC2)=O)=O)C(=O)N (1-(4-Methoxy-phenyl)-7-oxo-6-[4-(2-oxo-piperidin-1-yl)-phenyl]-4,5,6,7-tetrahydro-1H-pyrazolo[3,4-c]pyridine-3-carboxylic acid amide). Yield: 71.1%. Reaction SMILES: C([O:3][C:4]([C:6]1[C:14]2[CH2:13][CH2:12][N:11]([C:15]3[CH:20]=[CH:19][C:18]([N:21]4[CH2:26][CH2:25][CH2:24][CH2:23][C:22]4=[O:27])=[CH:17][CH:16]=3)[C:10](=[O:28])[C:9]=2[N:8]([C:29]2[CH:34]=[CH:33][C:32]([O:35][CH3:36])=[CH:31][CH:30]=2)[N:7]=1)=O)C.C([NH2:39])=O.CO[Na].O>CN(C=O)C.CO>[CH3:36][O:35][C:32]1[CH:31]=[CH:30][C:29]([N:8]2[C:9]3[C:10](=[O:28])[N:11]([C:15]4[CH:20]=[CH:19][C:18]([N:21]5[CH2:26][CH2:25][CH2:24][CH2:23][C:22]5=[O:27])=[CH:17][CH:16]=4)[CH2:12][CH2:13][C:14]=3[C:6]([C:4]([NH2:39])=[O:3])=[N:7]2)=[CH:34][CH:33]=1. Procedure details: Method B. A solution of 1-(4-methoxy-phenyl)-7-oxo-6-[4-(2-oxo-piperidin-1-yl)-phenyl]-4,5,6,7-tetrahydro-1H-pyrazolo[3,4-c]pyridine-3-carboxylic acid ethyl ester (65, 977 mg, 2.0 mmol) in DMF (5 mL) was treated with formamide (901 mg, 0.8 mL, 20 mmol, 10.0 equiv) at room temperature, and the resulting reaction mixture was cooled down to 0–5C before being treated dropwise with a solution of MeONa (864 mg, 0.92 mL, 4.0 mmol, 2.0 equiv) in methanol at 0–5C. The resulting reaction mixture was stirr... Reactants: COCCOC, COCCCl, [Na+], [Na+], O, O=S([O-])[O-]. Yields the product COCCS(=O)(=O)[O-], [Na+]. RXN SMILES: [CH3:13][O:14][CH2:15][CH2:16][O:17][CH3:18].[CH3:1][O:2][CH2:3][CH2:4][Cl:5].[Na+:10].[Na+:11].[OH2:12].[S:6](=[O:7])([O-:8])[O-:9]>>[CH3:1][O:2][CH2:3][CH2:4][S:6](=[O:7])(=[O:8])[O-:9].[Na+:10]. Reactants: C(C)(=O)C1=CC=CC(=N1)C(C)=O (1-(6-Acetyl-pyridin-2-yl)-ethanone), CC1=C(C(=CC=C1)C)N (2,6-dimethyl-phenylamine), C1(=CC=C(C=C1)S(=O)(=O)O)C (p-toluenesulfonic acid). The solvent is C(CC)O (n-propanol). Product: CC1=C(C(=CC=C1)C)N=C(C)C1=CC=CC(=N1)C(C)=O (1-{6-[1-(2,6-Dimethyl-phenylimino)-ethyl]-pyridin-2-yl}-ethanone). As a reaction SMILES: [C:1]([C:4]1[N:9]=[C:8]([C:10](=O)[CH3:11])[CH:7]=[CH:6][CH:5]=1)(=[O:3])[CH3:2].[CH3:13][C:14]1[CH:19]=[CH:18][CH:17]=[C:16]([CH3:20])[C:15]=1[NH2:21].C1(C)C=CC(S(O)(=O)=O)=CC=1>C(O)CC>[CH3:13][C:14]1[CH:19]=[CH:18][CH:17]=[C:16]([CH3:20])[C:15]=1[N:21]=[C:10]([C:8]1[N:9]=[C:4]([C:1](=[O:3])[CH3:2])[CH:5]=[CH:6][CH:7]=1)[CH3:11]. Reported procedure: 1-(6-Acetyl-pyridin-2-yl)-ethanone 2 (22.2 g, 0.0136 mole), 15.0 g (0.124 mol) of 2,6-dimethyl-phenylamine 3, 300 ml of n-propanol, and a few crystals of p-toluenesulfonic acid were stirred at room temperature for 36 h in 500 ml flask under a flow of nitrogen. The resultant yellow precipitate was filtered and washed by 20 ml of methanol. It was then dried at 1-mm vacuum overnight. The yield of 1-{6-[1-(2,6-dimethyl-phenylimino)-ethyl]-pyridin-2-yl}-ethanone 1 was 12.86 g (39%) as a yellow solid....